This data is from the Open Reaction Database (ORD), a public repository of structured organic reaction records. The task is: describe an organic reaction: reactants, conditions, products, and yield The reactants are CN1CCOCC1, COC(=O)Cl, O=C(O)C(F)(F)F, COC(=O)c1ccc(C)c(-n2c(C)cc(OCc3ccc(F)cc3CN)cc2=O)c1. The product is COC(=O)NCc1cc(F)ccc1COc1cc(C)n(-c2cc(C(=O)OC)ccc2C)c(=O)c1. Reaction SMILES: [CH3:38][N:39]1[CH2:40][CH2:41][O:42][CH2:43][CH2:44]1.[Cl:45][C:46](=[O:47])[O:48][CH3:49].[F:1][C:2]([F:3])([F:4])[C:5]([OH:6])=[O:7].[NH2:8][CH2:9][c:10]1[c:11]([CH2:12][O:13][c:14]2[cH:15][c:16](=[O:32])[n:17](-[c:21]3[cH:22][c:23]([C:24](=[O:25])[O:26][CH3:27])[cH:28][cH:29][c:30]3[CH3:31])[c:18]([CH3:20])[cH:19]2)[cH:33][cH:34][c:35]([F:37])[cH:36]1>>[NH:8]([CH2:9][c:10]1[c:11]([CH2:12][O:13][c:14]2[cH:15][c:16](=[O:32])[n:17](-[c:21]3[cH:22][c:23]([C:24](=[O:25])[O:26][CH3:27])[cH:28][cH:29][c:30]3[CH3:31])[c:18]([CH3:20])[cH:19]2)[cH:33][cH:34][c:35]([F:37])[cH:36]1)[C:46](=[O:47])[O:48][CH3:49]. Reactants: Cc1ccc(NC(=O)c2ccc(CN3CCN(C)CC3)cc2)cc1Nc1nc(-c2cccnc2)cs1, CS(=O)(=O)O, CCO. Yields the product Cc1ccc(NC(=O)c2ccc(CN3CCN(C)CC3)cc2)cc1Nc1nc(-c2cccnc2)cs1, CS(=O)(=O)O. RXN SMILES: [CH3:1][N:2]1[CH2:3][CH2:4][N:5]([CH2:8][c:9]2[cH:10][cH:11][c:12]([C:13](=[O:14])[NH:15][c:16]3[cH:17][c:18]([NH:23][c:24]4[s:25][cH:26][c:27](-[c:29]5[cH:30][n:31][cH:32][cH:33][cH:34]5)[n:28]4)[c:19]([CH3:22])[cH:20][cH:21]3)[cH:35][cH:36]2)[CH2:6][CH2:7]1.[CH3:37][S:38]([OH:39])(=[O:40])=[O:41].[CH3:42][CH2:43][OH:44]>>[CH3:1][N:2]1[CH2:3][CH2:4][N:5]([CH2:8][c:9]2[cH:10][cH:11][c:12]([C:13](=[O:14])[NH:15][c:16]3[cH:17][c:18]([NH:23][c:24]4[s:25][cH:26][c:27](-[c:29]5[cH:30][n:31][cH:32][cH:33][cH:34]5)[n:28]4)[c:19]([CH3:22])[cH:20][cH:21]3)[cH:35][cH:36]2)[CH2:6][CH2:7]1.[CH3:37][S:38](=[O:39])(=[O:40])[OH:41]. Starting materials: CCN(C(C)C)C(C)C, CS(=O)(=O)c1nc(Cl)c(C#N)c(NCCO)n1, C1COCCO1, NCc1cccnc1. Yields the product N#Cc1c(Cl)nc(NCc2cccnc2)nc1NCCO. As a reaction SMILES: [CH2:26]([N:27]([CH:28]([CH3:29])[CH3:30])[CH:31]([CH3:32])[CH3:33])[CH3:34].[Cl:1][c:2]1[n:3][c:4]([S:14]([CH3:15])(=[O:16])=[O:17])[n:5][c:6]([NH:10][CH2:11][CH2:12][OH:13])[c:7]1[C:8]#[N:9].[O:35]1[CH2:36][CH2:37][O:38][CH2:39][CH2:40]1.[cH:18]1[c:19]([CH2:24][NH2:25])[cH:20][cH:21][cH:22][n:23]1>>[Cl:1][c:2]1[n:3][c:4]([NH:25][CH2:24][c:19]2[cH:18][n:23][cH:22][cH:21][cH:20]2)[n:5][c:6]([NH:10][CH2:11][CH2:12][OH:13])[c:7]1[C:8]#[N:9]. Reactants: O=C([O-])[O-], O=c1cc(OCc2ccccc2)cc[nH]1, O=C(NCc1ccccc1)c1csc(Br)c1, CN(C)C=O, CCOC(C)=O, [Cu]I, [K+], [K+], Oc1cccc2cccnc12. Product: O=C(NCc1ccccc1)c1csc(-n2ccc(OCc3ccccc3)cc2=O)c1. As a reaction SMILES: [C:43](=[O:44])([O-:45])[O-:46].[CH2:17]([c:18]1[cH:19][cH:20][cH:21][cH:22][cH:23]1)[O:24][c:25]1[cH:26][c:27](=[O:31])[nH:28][cH:29][cH:30]1.[CH2:1]([c:2]1[cH:3][cH:4][cH:5][cH:6][cH:7]1)[NH:8][C:9](=[O:10])[c:11]1[cH:12][s:13][c:14]([Br:16])[cH:15]1.[CH3:49][N:50]([CH3:51])[CH:52]=[O:53].[CH3:54][CH2:55][O:56][C:57](=[O:58])[CH3:59].[Cu:60][I:61].[K+:47].[K+:48].[OH:32][c:33]1[cH:34][cH:35][cH:36][c:37]2[c:38]1[n:39][cH:40][cH:41][cH:42]2>>[CH2:1]([c:2]1[cH:3][cH:4][cH:5][cH:6][cH:7]1)[NH:8][C:9](=[O:10])[c:11]1[cH:12][s:13][c:14](-[n:28]2[c:27](=[O:31])[cH:26][c:25]([O:24][CH2:17][c:18]3[cH:19][cH:20][cH:21][cH:22][cH:23]3)[cH:30][cH:29]2)[cH:15]1.